From a dataset of the Open Reaction Database (ORD), a public repository of structured organic reaction records. describe an organic reaction: reactants, conditions, products, and yield Reactants: CC(C)N, CO, O=C1CCC(c2cccc(OCC3CO3)c2)=NN1. Yields the product CC(C)NCC(O)COc1cccc(C2=NNC(=O)CC2)c1. Reaction SMILES: [CH3:19][CH:20]([CH3:21])[NH2:22].[CH3:23][OH:24].[O:1]1[CH:2]([CH2:3][O:4][c:5]2[cH:6][c:7]([C:11]3=[N:16][NH:15][C:14](=[O:17])[CH2:13][CH2:12]3)[cH:8][cH:9][cH:10]2)[CH2:18]1>>[OH:1][CH:2]([CH2:3][O:4][c:5]1[cH:6][c:7]([C:11]2=[N:16][NH:15][C:14](=[O:17])[CH2:13][CH2:12]2)[cH:8][cH:9][cH:10]1)[CH2:18][NH:22][CH:20]([CH3:19])[CH3:21]. Starting materials: CCCCCCCCCC(=O)Cl, CC(C)C1COC(=O)N1. Product: CCCCCCCCCC(=O)N1C(=O)OCC1C(C)C. Reaction SMILES: [C:10]([CH2:11][CH2:12][CH2:13][CH2:14][CH2:15][CH2:16][CH2:17][CH2:18][CH3:19])(=[O:20])[Cl:21].[CH:1]([CH3:2])([CH3:3])[CH:4]1[NH:5][C:6](=[O:9])[O:7][CH2:8]1>>[CH:1]([CH3:2])([CH3:3])[CH:4]1[N:5]([C:10]([CH2:11][CH2:12][CH2:13][CH2:14][CH2:15][CH2:16][CH2:17][CH2:18][CH3:19])=[O:20])[C:6](=[O:9])[O:7][CH2:8]1. The reactants are [Na+], [OH-], O, O=S(=O)(O)O, CCOC(=O)c1ccc(-c2nc3cc(C(c4ccccc4)n4ccnc4)ccc3[nH]2)cc1. Product: O=C(O)c1ccc(-c2nc3cc(C(c4ccccc4)n4ccnc4)ccc3[nH]2)cc1. RXN SMILES: [Na+:34].[OH-:33].[OH2:40].[S:35](=[O:36])(=[O:37])([OH:38])[OH:39].[n:1]1([CH:6]([c:7]2[cH:8][c:9]3[c:10]([nH:11][c:12](-[c:14]4[cH:15][cH:16][c:17]([C:18](=[O:19])[O:20][CH2:21][CH3:22])[cH:23][cH:24]4)[n:13]3)[cH:25][cH:26]2)[c:27]2[cH:28][cH:29][cH:30][cH:31][cH:32]2)[cH:2][n:3][cH:4][cH:5]1>>[n:1]1([CH:6]([c:7]2[cH:8][c:9]3[c:10]([nH:11][c:12](-[c:14]4[cH:15][cH:16][c:17]([C:18](=[O:19])[OH:20])[cH:23][cH:24]4)[n:13]3)[cH:25][cH:26]2)[c:27]2[cH:28][cH:29][cH:30][cH:31][cH:32]2)[cH:2][n:3][cH:4][cH:5]1. The reactants are O.[OH-].[Li+] (Lithium hydroxide monohydrate), N1=CC=CC2=CC(=CC=C12)C(C)C1=CN=C2N1N=C(C=N2)C2=CC=C(C(=O)OC)C=C2 (methyl 4-[7-(1-quinolin-6-ylethyl)imidazo[1,2-b][1,2,4]triazin-2-yl]benzoate), Cl (HCl). The solvent is C1CCOC1 (THF), CO (methanol), O (water). Reaction conditions: time 2 hour. The product is N1=CC=CC2=CC(=CC=C12)C(C)C1=CN=C2N1N=C(C=N2)C2=CC=C(C(=O)O)C=C2 (4-[7-(1-Quinolin-6-ylethyl)imidazo[1,2-b][1,2,4]triazin-2-yl]benzoic acid). As a reaction SMILES: O.[OH-].[Li+].[N:4]1[C:13]2[C:8](=[CH:9][C:10]([CH:14]([C:16]3[N:20]4[N:21]=[C:22]([C:25]5[CH:34]=[CH:33][C:28]([C:29]([O:31]C)=[O:30])=[CH:27][CH:26]=5)[CH:23]=[N:24][C:19]4=[N:18][CH:17]=3)[CH3:15])=[CH:11][CH:12]=2)[CH:7]=[CH:6][CH:5]=1.Cl>C1COCC1.CO.O>[N:4]1[C:13]2[C:8](=[CH:9][C:10]([CH:14]([C:16]3[N:20]4[N:21]=[C:22]([C:25]5[CH:34]=[CH:33][C:28]([C:29]([OH:31])=[O:30])=[CH:27][CH:26]=5)[CH:23]=[N:24][C:19]4=[N:18][CH:17]=3)[CH3:15])=[CH:11][CH:12]=2)[CH:7]=[CH:6][CH:5]=1 |f:0.1.2|. Procedure details: Lithium hydroxide monohydrate (24 mg, 0.57 mmol) was added to a solution of methyl 4-[7-(1-quinolin-6-ylethyl)imidazo[1,2-b][1,2,4]triazin-2-yl]benzoate (47 mg, 0.115 mmol) in THF (0.5 mL) and methanol (0.5 mL) and water (0.2 mL). The mixture was stirred at RT for 2 h. LCMS showed the reaction was complete. The mixture was adjusted with conc. HCl to pH 2. The volatiles were removed under reduced pressure to provide the crude product which was directly used in next step. LCMS: (M+H)=396.1. The product is NCc1cnc(-c2ccccc2)o1. Reaction SMILES: [ClH:26].[Na+:25].[OH-:24].[c:1]1(-[c:7]2[o:8][c:9]([CH2:12][N:13]3[C:14](=[O:15])[c:16]4[c:17]([cH:18][cH:19][cH:20][cH:21]4)[C:22]3=[O:23])[cH:10][n:11]2)[cH:2][cH:3][cH:4][cH:5][cH:6]1>>[c:1]1(-[c:7]2[o:8][c:9]([CH2:12][NH2:13])[cH:10][n:11]2)[cH:2][cH:3][cH:4][cH:5][cH:6]1. Starting materials: Cl, [Na+], [OH-], O=C1c2ccccc2C(=O)N1Cc1cnc(-c2ccccc2)o1.